Dataset: the Open Reaction Database (ORD), a public repository of structured organic reaction records. Task: describe an organic reaction: reactants, conditions, products, and yield Starting materials: OCCCC(C=1OC(=C(N1)C1=CC=CC=C1)C1=CC=CC=C1)NC1CCC2=C(C=CC=C12)OC (1-[[4-hydroxy-1-(4,5-diphenyloxazol-2-yl)butyl]amino]-2,3-dihydro-4-methoxy-1H-indene), O=S(Cl)Cl (SOCl2). The solvent is C(Cl)Cl (CH2Cl2). Reaction conditions: time 17 hour. Product: C1(=CC=CC=C1)C=1N=C(OC1C1=CC=CC=C1)C1N(CCC1)C1CCC2=C(C=CC=C12)OC (1-[2-(4,5-diphenyloxazol-2-yl)pyrrolidin-1-yl]-2,3-dihydro-4-methoxy-1H-indene). The yield is 57.8%. As a reaction SMILES: O[CH2:2][CH2:3][CH2:4][CH:5]([NH:23][CH:24]1[C:32]2[C:27](=[C:28]([O:33][CH3:34])[CH:29]=[CH:30][CH:31]=2)[CH2:26][CH2:25]1)[C:6]1[O:7][C:8]([C:17]2[CH:22]=[CH:21][CH:20]=[CH:19][CH:18]=2)=[C:9]([C:11]2[CH:16]=[CH:15][CH:14]=[CH:13][CH:12]=2)[N:10]=1.O=S(Cl)Cl>C(Cl)Cl>[C:11]1([C:9]2[N:10]=[C:6]([CH:5]3[CH2:4][CH2:3][CH2:2][N:23]3[CH:24]3[C:32]4[C:27](=[C:28]([O:33][CH3:34])[CH:29]=[CH:30][CH:31]=4)[CH2:26][CH2:25]3)[O:7][C:8]=2[C:17]2[CH:22]=[CH:21][CH:20]=[CH:19][CH:18]=2)[CH:16]=[CH:15][CH:14]=[CH:13][CH:12]=1. Procedure details: To a solution of 1-[[4-hydroxy-1-(4,5-diphenyloxazol-2-yl)butyl]amino]-2,3-dihydro-4-methoxy-1H-indene (0.27 g) in CH2Cl2 (5 ml) was added SOCl2 (1 ml) at 0° C. After being stirred for 17 hours at room temperature, the solvent was evaporated in vacuo and the residue was dissolved in DMF (5 ml). To the mixture was added K2CO3 (2.07 g). After being stirred for 1 day at room temperature, the mixture was partitioned between ethyl acetate and water. The organic layer was washed with brine. The dried ...